This data is from the Open Reaction Database (ORD), a public repository of structured organic reaction records. The task is: describe an organic reaction: reactants, conditions, products, and yield Starting materials: NNC(=S)N (thiosemicarbazide), C(C=CC1=CC=CC=C1)=O (cinnamaldehyde), C(C)O (ethanol). The solvent is O (water). Yields the product C(C=CC1=CC=CC=C1)=NNC(=S)N (CINNAMALDEHYDE THIOSEMICARBAZONE). As a reaction SMILES: [NH2:1][NH:2][C:3]([NH2:5])=[S:4].[CH:6](=O)[CH:7]=[CH:8][C:9]1[CH:14]=[CH:13][CH:12]=[CH:11][CH:10]=1.C(O)C>O>[CH:6](=[N:1][NH:2][C:3]([NH2:5])=[S:4])[CH:7]=[CH:8][C:9]1[CH:14]=[CH:13][CH:12]=[CH:11][CH:10]=1. Procedure details: A solution of 18.2 g (0.20 m) of thiosemicarbazide in 250 ml of hot water was gradually added to a solution of 26.4 g (0.20 m) of cinnamaldehyde in 250 ml of hot 2 B ethanol. Small, colorless crystals began to ppt from the homogeneous mixture after several minutes of heating on a steam bath. Heating was continued for a half an hour, after which the mixture was cooled to room temperature and the product was collected by filtraton, washed with cold ethanol, and air-dried to yield 25.5 g of small, ...